From a dataset of the Open Reaction Database (ORD), a public repository of structured organic reaction records. describe an organic reaction: reactants, conditions, products, and yield The reactants are C(C1=CC=CC=C1)N(C(C)=O)CC1=C(C=CC(=C1)C(F)(F)F)C=1C(=NC=C(C1)Br)OC (N-Benzyl-N-[2-(5-bromo-2-methoxy-pyridin-3-yl)-5-trifluoromethyl-benzyl]-acetamide), O (H2O), C[Si](C)(C)C#C ((trimethylsilyl)acetylene), C(Cl)Cl (CH2Cl2). Reagents/catalysts: Cl[Pd]([P](C1=CC=CC=C1)(C2=CC=CC=C2)C3=CC=CC=C3)([P](C4=CC=CC=C4)(C5=CC=CC=C5)C6=CC=CC=C6)Cl (Dichlorobis(triphenylphosphine)palladium(II)), [Cu](I)I (copper iodide), CN(C)C=O (DMF). Solvent: C(C)N(CC)CC (triethylamine). Run at time 8 hour. Yields the product C(C1=CC=CC=C1)N(C(C)=O)CC1=C(C=CC(=C1)C(F)(F)F)C=1C(=NC=C(C1)C#C[Si](C)(C)C)OC (N-benzyl-N-[2-(2-methoxy-5-trimethylsilanylethynyl-pyridin-3-yl)-5-trifluoromethyl-benzyl]-acetamide). Reaction SMILES: [CH2:1]([N:8]([CH2:12][C:13]1[CH:18]=[C:17]([C:19]([F:22])([F:21])[F:20])[CH:16]=[CH:15][C:14]=1[C:23]1[C:24]([O:30][CH3:31])=[N:25][CH:26]=[C:27](Br)[CH:28]=1)[C:9](=[O:11])[CH3:10])[C:2]1[CH:7]=[CH:6][CH:5]=[CH:4][CH:3]=1.[CH3:32][Si:33]([C:36]#[CH:37])([CH3:35])[CH3:34].C(Cl)Cl.O>C(N(CC)CC)C.CN(C=O)C.[Cu](I)I.Cl[Pd](Cl)([P](C1C=CC=CC=1)(C1C=CC=CC=1)C1C=CC=CC=1)[P](C1C=CC=CC=1)(C1C=CC=CC=1)C1C=CC=CC=1>[CH2:1]([N:8]([CH2:12][C:13]1[CH:18]=[C:17]([C:19]([F:22])([F:21])[F:20])[CH:16]=[CH:15][C:14]=1[C:23]1[C:24]([O:30][CH3:31])=[N:25][CH:26]=[C:27]([C:37]#[C:36][Si:33]([CH3:35])([CH3:34])[CH3:32])[CH:28]=1)[C:9](=[O:11])[CH3:10])[C:2]1[CH:7]=[CH:6][CH:5]=[CH:4][CH:3]=1 |^1:59,78|. Reported procedure: N-Benzyl-N-[2-(5-bromo-2-methoxy-pyridin-3-yl)-5-trifluoromethyl-benzyl]-acetamide (0.288 g, 0.58 mmol), (trimethylsilyl)acetylene (0.08 mL, 0.58 mmol), and copper iodide (0.011 g, 0.06 mmol) were combined in triethylamine (3.5 mL), and the solution was purged with N2 for 25 minutes. Dichlorobis(triphenylphosphine)palladium(II) (0.042 g, 0.06 mmol) was added, and the reaction was stirred at room temperature overnight. A few drops of DMF was added, and the reaction was stirred at 50° C. for 5 hou... The reactants are S(O)(O)(=O)=O (sulphuric acid), N[C@@H](C(=O)O)CC1=CC=C(C=C1)OC ((R)-2-amino-3-(4-methoxyphenyl)propionic acid), CO (methanol), [OH-].[Na+] (sodium hydroxide). Conditions: time 30 minute. Yields the product N[C@@H](C(=O)OC)CC1=CC=C(C=C1)OC (Methyl (R)-2-amino-3-(4-methoxyphenyl)propanoate). Yield: 92.0%. As a reaction SMILES: S(=O)(=O)(O)O.[NH2:6][C@H:7]([CH2:11][C:12]1[CH:17]=[CH:16][C:15]([O:18][CH3:19])=[CH:14][CH:13]=1)[C:8]([OH:10])=[O:9].[OH-].[Na+].[CH3:22]O>>[NH2:6][C@H:7]([CH2:11][C:12]1[CH:13]=[CH:14][C:15]([O:18][CH3:19])=[CH:16][CH:17]=1)[C:8]([O:10][CH3:22])=[O:9] |f:2.3|. Procedure: 20 ml of sulphuric acid are added, dropwise, over a period of 30 minutes, to a solution containing 13 g (66.6 mmol) of (R)-2-amino-3-(4-methoxyphenyl)propionic acid in 150 ml of methanol. After stirring for 24 hours at ambient temperature, the reaction medium is basified to pH 8-9 by introducing 10N sodium hydroxide and a saturated solution of sodium hydrogen carbonate, followed by extraction with dichloromethane. The organic phase is dried over sodium sulphate, filtered and evaporated. 12.8 g i... Reactants: Cc1ncccc1OCc1cnnn1COC(=O)C(C)(C)C, [Na+], [OH-], c1cc(-n2cnnn2)ncc1OCc1cn[nH]n1. The product is Cc1ncccc1OCc1cnn[nH]1. RXN SMILES: [C:1]([O:2][CH2:3][n:9]1[n:10][n:11][cH:12][c:13]1[CH2:14][O:15][c:16]1[c:17]([CH3:22])[n:18][cH:19][cH:20][cH:21]1)(=[O:4])[C:5]([CH3:6])([CH3:7])[CH3:8].[Na+:24].[OH-:23].[n:25]1[nH:26][n:27][c:28]([CH2:29][O:30][c:31]2[cH:32][cH:33][c:34](-[n:35]3[cH:36][n:37][n:38][n:39]3)[n:40][cH:41]2)[cH:42]1>>[nH:9]1[n:10][n:11][cH:12][c:13]1[CH2:14][O:15][c:16]1[c:17]([CH3:22])[n:18][cH:19][cH:20][cH:21]1.